The task is: describe an organic reaction: reactants, conditions, products, and yield. This data is from the Open Reaction Database (ORD), a public repository of structured organic reaction records. Reactants: Grignard reagent, O (water), II (iodine), FC1=CC=C(C#N)C=C1 (4-fluorobenzonitrile), [Cl-].[NH4+] (ammonium chloride), maleate salt, [Cl-].[NH4+] (ammonium chloride), [Mg] (magnesium), CN1CC(CCC1)CCl (1-methyl-3-chloromethylpiperidine), ClC=1C=C(C#N)C=CC1Cl (3,4-dichlorobenzonitrile). Yields the product CN1CC(CCC1)CC(=O)C1=CC(=C(C=C1)Cl)Cl (1-methyl-3-(3,4-dichlorophenacyl)piperidine). As a reaction SMILES: [Mg].[CH3:2][N:3]1[CH2:8][CH2:7][CH2:6][CH:5]([CH2:9]Cl)[CH2:4]1.II.FC1C=CC(C#N)=CC=1.[Cl:22][C:23]1[CH:24]=[C:25]([CH:28]=[CH:29][C:30]=1[Cl:31])[C:26]#N.[Cl-].[NH4+].[OH2:34]>>[CH3:2][N:3]1[CH2:8][CH2:7][CH2:6][CH:5]([CH2:9][C:26]([C:25]2[CH:28]=[CH:29][C:30]([Cl:31])=[C:23]([Cl:22])[CH:24]=2)=[O:34])[CH2:4]1 |f:5.6|. Procedure details: The procedure of Example 3 was repeated, except that the Grignard reagent was prepared from 2.0 g of magnesium turnings and 10.3 g of 1-methyl-3-chloromethylpiperidine and the use of iodine was omitted, the 4-fluorobenzonitrile was replaced with 13.3 g of 3,4-dichlorobenzonitrile, the ammonium chloride solution was replaced with 100 ml of water containing 8 of ammonium chloride, the work-up procedure generally followed that described in Example 2, and the maleate salt procedure was not employed....